describe an organic reaction: reactants, conditions, products, and yield From a dataset of the Open Reaction Database (ORD), a public repository of structured organic reaction records. Starting materials: C1CCC2=NCCCN2CC1, COCCO, COCCOC, COc1cc(-c2nc(N)nc(S(C)(=O)=O)c2C#N)cc(OC)c1OC. The product is COCCOc1nc(N)nc(-c2cc(OC)c(OC)c(OC)c2)c1C#N. Reaction SMILES: [CH2:31]1[CH2:32][CH2:33][C:34]2=[N:39][CH2:38][CH2:37][CH2:36][N:35]2[CH2:40][CH2:41]1.[CH3:26][O:27][CH2:28][CH2:29][OH:30].[CH3:42][O:43][CH2:44][CH2:45][O:46][CH3:47].[NH2:1][c:2]1[n:3][c:4](-[c:14]2[cH:15][c:16]([O:24][CH3:25])[c:17]([O:22][CH3:23])[c:18]([O:20][CH3:21])[cH:19]2)[c:5]([C:12]#[N:13])[c:6]([S:8]([CH3:9])(=[O:10])=[O:11])[n:7]1>>[NH2:1][c:2]1[n:3][c:4](-[c:14]2[cH:15][c:16]([O:24][CH3:25])[c:17]([O:22][CH3:23])[c:18]([O:20][CH3:21])[cH:19]2)[c:5]([C:12]#[N:13])[c:6]([O:30][CH2:29][CH2:28][O:27][CH3:26])[n:7]1. The reactants are C(C)(=O)[O-].[NH4+] (Ammonium acetate), CC=1N(C2=C(C(=NC(=C2C)C)OC2=CC=CC=C2)N1)CCCCCSC (2,6,7-trimethyl-1-[5-(methylthio)pentyl]-4-phenoxy-1H-imidazo[4,5-c]pyridine), [OH-].[Na+] (sodium hydroxide). Solvent: O (water). Reaction conditions: temperature 160 celsius. The product is CC=1N(C2=C(C(=NC(=C2C)C)N)N1)CCCCCSC (2,6,7-trimethyl-1-[5-(methylthio)pentyl]-1H-imidazo[4,5-c]pyridin-4-amine). Yield: 50.0%. As a reaction SMILES: C([O-])(=O)C.[NH4+:5].[CH3:6][C:7]1[N:8]([CH2:25][CH2:26][CH2:27][CH2:28][CH2:29][S:30][CH3:31])[C:9]2[C:14]([CH3:15])=[C:13]([CH3:16])[N:12]=[C:11](OC3C=CC=CC=3)[C:10]=2[N:24]=1.[OH-].[Na+]>O>[CH3:6][C:7]1[N:8]([CH2:25][CH2:26][CH2:27][CH2:28][CH2:29][S:30][CH3:31])[C:9]2[C:14]([CH3:15])=[C:13]([CH3:16])[N:12]=[C:11]([NH2:5])[C:10]=2[N:24]=1 |f:0.1,3.4|. Procedure details: Ammonium acetate (25 g) and 2,6,7-trimethyl-1-[5-(methylthio)pentyl]-4-phenoxy-1H-imidazo[4,5-c]pyridine (2.75 g, 7.45 mmol) were combined and heated at 160° C. overnight. The reaction mixture was cooled to 0° C. and then diluted with water (50 mL). The pH was adjusted to >13 with 15% sodium hydroxide and then the mixture was extracted with chloroform (2×100 mL). The combined extracts were dried over magnesium sulfate and then concentrated under reduced pressure. The residue was purified on deac... Yields the product Cc1ccc(C(=O)NC2CC2)cc1-n1ccnc(NC(C)(C)c2ccccc2OCCN2CCCC2)c1=O. RXN SMILES: [C:33](=[O:34])([O-:35])[O-:36].[CH3:48][N:49]([CH3:50])[CH:51]=[O:52].[CH3:61][CH2:62][O:63][C:64](=[O:65])[CH3:66].[CH:1]1([NH:4][C:5]([c:6]2[cH:7][c:8](-[n:13]3[c:14](=[O:30])[c:15]([NH:19][C:20]([CH3:21])([CH3:22])[c:23]4[c:24]([OH:29])[cH:25][cH:26][cH:27][cH:28]4)[n:16][cH:17][cH:18]3)[c:9]([CH3:12])[cH:10][cH:11]2)=[O:31])[CH2:2][CH2:3]1.[Cl:40][CH2:41][CH2:42][N:43]1[CH2:44][CH2:45][CH2:46][CH2:47]1.[Cl:53][CH2:54][CH2:55][N:56]1[CH2:57][CH2:58][CH2:59][CH2:60]1.[ClH:32].[ClH:39].[Cs+:37].[Cs+:38]>>[CH:1]1([NH:4][C:5]([c:6]2[cH:7][c:8](-[n:13]3[c:14](=[O:30])[c:15]([NH:19][C:20]([CH3:21])([CH3:22])[c:23]4[c:24]([O:29][CH2:41][CH2:42][N:43]5[CH2:44][CH2:45][CH2:46][CH2:47]5)[cH:25][cH:26][cH:27][cH:28]4)[n:16][cH:17][cH:18]3)[c:9]([CH3:12])[cH:10][cH:11]2)=[O:31])[CH2:2][CH2:3]1. The reactants are O=C([O-])[O-], CN(C)C=O, CCOC(C)=O, Cc1ccc(C(=O)NC2CC2)cc1-n1ccnc(NC(C)(C)c2ccccc2O)c1=O, ClCCN1CCCC1, ClCCN1CCCC1, Cl, Cl, [Cs+], [Cs+]. The reactants are C(C1=CC=CC=C1)O (Benzyl alcohol), C[Si](CCC1=C2C(=NC=3C4=CC5=C(C(N4CC13)=O)COC(C5(O)CC)=O)C=CC=C2)(CCCO[Si](CC)(CC)CC)C (11-{2-[Dimethyl-(3-triethylsilanyloxy-propyl)-silanyl]-ethyl}-4-ethyl-4-hydroxy-1,12-dihydro-4H-2-oxa-6,12a-diaza-dibenzo[b,h]fluorene-3,13-dione), N1=CC=CC=C1 (pyridine), C(=O)(Cl)Cl (phosgene). The reagents and catalysts are CN(C1=CC=NC=C1)C (4-dimethylaminopyridine). Run in ClCCl (dichloromethane). Conditions: temperature -10 celsius, time 15 minute. Product: C[Si](CCC1=C2C(=NC=3C4=CC5=C(C(N4CC13)=O)COC(C5(CC)OC(OCC5=CC=CC=C5)=O)=O)C=CC=C2)(CCCO[Si](CC)(CC)CC)C (Carbonic acid benzyl ester 11-{2-[dimethyl-(3-triethylsilanyloxy-propyl)-silanyl]-ethyl}-4-ethyl-3,13-dioxo-3,4,12,13-tetrahydro-1H-2-oxa-6,12a-diaza-dibenzo[b,h]fluoren-4-yl ester). The yield is 47.0%. As a reaction SMILES: [CH3:1][Si:2]([CH3:42])([CH2:31][CH2:32][CH2:33][O:34][Si:35]([CH2:40][CH3:41])([CH2:38][CH3:39])[CH2:36][CH3:37])[CH2:3][CH2:4][C:5]1[C:17]2[CH2:16][N:15]3[C:10](=[CH:11][C:12]4[C:22]([CH2:24][CH3:25])([OH:23])[C:21](=[O:26])[O:20][CH2:19][C:13]=4[C:14]3=[O:18])[C:9]=2[N:8]=[C:7]2[CH:27]=[CH:28][CH:29]=[CH:30][C:6]=12.N1C=CC=CC=1.[C:49](Cl)(Cl)=[O:50].[CH2:53]([OH:60])[C:54]1[CH:59]=[CH:58][CH:57]=[CH:56][CH:55]=1>CN(C)C1C=CN=CC=1.ClCCl>[CH3:42][Si:2]([CH3:1])([CH2:31][CH2:32][CH2:33][O:34][Si:35]([CH2:40][CH3:41])([CH2:38][CH3:39])[CH2:36][CH3:37])[CH2:3][CH2:4][C:5]1[C:17]2[CH2:16][N:15]3[C:10](=[CH:11][C:12]4[C:22]([O:23][C:49](=[O:50])[O:60][CH2:53][C:54]5[CH:59]=[CH:58][CH:57]=[CH:56][CH:55]=5)([CH2:24][CH3:25])[C:21](=[O:26])[O:20][CH2:19][C:13]=4[C:14]3=[O:18])[C:9]=2[N:8]=[C:7]2[CH:27]=[CH:28][CH:29]=[CH:30][C:6]=12. Reported procedure: To a solution of Compound 51 (1.21 g, 2 mmol), 4-dimethylaminopyridine (244 mg, 2 mmol) and pyridine (1.62 mL, 20 mmol) in dichloromethane (20 mL) at −10° C. was added phosgene (20% in toluene, 2.10 mL, 4 mmol) dropwise. The resulting mixture was stirred for 15 minutes at −10° C. Benzyl alcohol (0.83 mL, 8 mmol) was added and the resulting mixture was stirred at 21° C. for 2 hours. The reaction was quenched with saturated sodium bicarbonate solution, and aqueous layer was extracted with dichloro... Reactants: O=C(N=C=S)c1ccccc1, C1CCOC1, Nc1ccc2c(c1)C(=O)Nc1ccccc1N2. Yields the product O=C(NC(=S)Nc1ccc2c(c1)C(=O)Nc1ccccc1N2)c1ccccc1. RXN SMILES: [C:18]([c:19]1[cH:20][cH:21][cH:22][cH:23][cH:24]1)(=[O:25])[N:26]=[C:27]=[S:28].[CH2:29]1[O:30][CH2:31][CH2:32][CH2:33]1.[NH2:1][c:2]1[cH:3][c:4]2[c:5]([cH:16][cH:17]1)[NH:6][c:7]1[c:8]([cH:12][cH:13][cH:14][cH:15]1)[NH:9][C:10]2=[O:11]>>[NH:1]([c:2]1[cH:3][c:4]2[c:5]([cH:16][cH:17]1)[NH:6][c:7]1[c:8]([cH:12][cH:13][cH:14][cH:15]1)[NH:9][C:10]2=[O:11])[C:27]([NH:26][C:18]([c:19]1[cH:20][cH:21][cH:22][cH:23][cH:24]1)=[O:25])=[S:28].